Dataset: the Open Reaction Database (ORD), a public repository of structured organic reaction records. Task: describe an organic reaction: reactants, conditions, products, and yield Starting materials: O (water), BrC1=C(C(=O)NC(C)(C2=CC=CC=C2)C)C=CC=N1 (2-Bromo-N-(1-methyl-1-phenylethyl)nicotinamide), CN(C)C=O (DMF), [Li+].CC(C)[N-]C(C)C.CCCCCCC.C1CCOC1.C(C)C1=CC=CC=C1 (LDA heptane THF ethylbenzene). The solvent is C1CCOC1 (THF). Run at time 1.6 hour. Yields the product BrC1=NC=CC2=C1C(N(C2O)C(C)(C2=CC=CC=C2)C)=O (4-bromo-1-hydroxy-2-(1-methyl-1-phenylethyl)-1,2-dihydropyrrolo[3,4-c]pyridine-3-one). Yield: 25.3%. As a reaction SMILES: [Br:1][C:2]1[N:19]=[CH:18][CH:17]=[CH:16][C:3]=1[C:4]([NH:6][C:7]([CH3:15])([C:9]1[CH:14]=[CH:13][CH:12]=[CH:11][CH:10]=1)[CH3:8])=[O:5].[Li+].CC([N-]C(C)C)C.CCCCCCC.C1C[O:38][CH2:37]C1.C(C1C=CC=CC=1)C.CN(C=O)C.O>C1COCC1>[Br:1][C:2]1[C:3]2[C:4](=[O:5])[N:6]([C:7]([CH3:15])([C:9]3[CH:14]=[CH:13][CH:12]=[CH:11][CH:10]=3)[CH3:8])[CH:37]([OH:38])[C:16]=2[CH:17]=[CH:18][N:19]=1 |f:1.2.3.4.5|. Reported procedure: 2-Bromo-N-(1-methyl-1-phenylethyl)nicotinamide (500 mg, 1.57 mmol) was dissolved in THF (20 mL), and the solution was added with LDA-heptane/THF/ethylbenzene solution (2.0 mol/L, 3.5 mL, 7.1 mmol) by drops at −78° C. for 25 minutes under argon atmosphere, followed by stirring at the same temperature for 1.6 hours. Then, the mixture was added with DMF (0.267 mL, 3.45 mmol) and warmed from −78° C. to room temperature over 1 hour. The reaction mixture was added with water and extracted with ethyl a...